From a dataset of the Open Reaction Database (ORD), a public repository of structured organic reaction records. describe an organic reaction: reactants, conditions, products, and yield Reactants: [N+](=O)([O-])C=1C(=NC(=CC1C)C)C (3-Nitro-2,4,6-trimethylpyridine). Reagents/catalysts: [Pd] (palladium/carbon). The solvent is CO (methanol). Conditions: time 2 hour. The product is NC=1C(=NC(=CC1C)C)C (3-Amino-2,4,6-trimethylpyridine). RXN SMILES: [N+:1]([C:4]1[C:5]([CH3:12])=[N:6][C:7]([CH3:11])=[CH:8][C:9]=1[CH3:10])([O-])=O>CO.[Pd]>[NH2:1][C:4]1[C:5]([CH3:12])=[N:6][C:7]([CH3:11])=[CH:8][C:9]=1[CH3:10]. Procedure: 3-Nitro-2,4,6-trimethylpyridine (14.89 g, 89.70 mmol) in methanol (250 ml) containing 10% palladium/carbon (1.5 g) was hydrogenated at 55 psi for 2 hours. The reaction mixture was filtered through wet celite, and the celite filter rinsed with methanol (5×30 ml). The filtrate was concentrated in vacuo to dryness and the residue purified by chromatography (silica gel; methylene chloride/methanol, 95/5) to 3-amino-2,4,6-trimethylpyridine (12.42 g, 100%) as a viscous oil. Reactants: ClC1=C(C(=O)OCC)C=CC=N1 (ethyl 2-chloronicotinate), C(CCC)[Sn](C=1OC2=C(N1)C=CC=C2)(CCCC)CCCC (2-(tributylstannyl)benzo[d]oxazole), O (water), CCOC(=O)C (EtOAc). The reagents and catalysts are Cl[Pd]Cl.C1(=CC=CC=C1)P([C-]1C=CC=C1)C1=CC=CC=C1.[C-]1(C=CC=C1)P(C1=CC=CC=C1)C1=CC=CC=C1.[Fe+2] ([1,1′-bis(diphenylphosphino) ferrocene]-dichloropalladium (II)). The solvent is CN(C)C=O (DMF). Run at temperature 110 celsius. Yields the product O1C(=NC2=C1C=CC=C2)C2=C(C(=O)OCC)C=CC=N2 (Ethyl 2-(benzo[d]oxazol-2-yl)nicotinate). Isolated yield 200.6%. RXN SMILES: Cl[C:2]1[N:12]=[CH:11][CH:10]=[CH:9][C:3]=1[C:4]([O:6][CH2:7][CH3:8])=[O:5].C([Sn](CCCC)(CCCC)[C:18]1[O:19][C:20]2[CH:26]=[CH:25][CH:24]=[CH:23][C:21]=2[N:22]=1)CCC.O.CCOC(C)=O>CN(C=O)C.Cl[Pd]Cl.C1(P(C2C=CC=CC=2)[C-]2C=CC=C2)C=CC=CC=1.[C-]1(P(C2C=CC=CC=2)C2C=CC=CC=2)C=CC=C1.[Fe+2]>[O:19]1[C:20]2[CH:26]=[CH:25][CH:24]=[CH:23][C:21]=2[N:22]=[C:18]1[C:2]1[N:12]=[CH:11][CH:10]=[CH:9][C:3]=1[C:4]([O:6][CH2:7][CH3:8])=[O:5] |f:5.6.7.8|. Procedure: A mixture of ethyl 2-chloronicotinate (100 mg, 0.539 mmol), 2-(tributylstannyl)benzo[d]oxazole (314 mg, 0.539 mmol) and [1,1′-bis(diphenylphosphino) ferrocene]-dichloropalladium (II) (39.4 mg, 0.054 mmol) in DMF (2 mL) was heated to 110° C. for 1 h by applying microwave radiation to the mixture. The reaction was repeated on the same scale and the thus obtained reaction mixtures obtained were combined. Excess water and EtOAc were added. The organic layer was separated and the aqueous layer was ex... Starting materials: ClC1=C(C(=CC=C1F)F)C1=C(C=2C(=NC=CN2)NC1=O)O (7-(2-chloro-3,6-difluoro-phenyl)-8-hydroxy-5H-pyrido[2,3-b]pyrazin-6-one), CC(C(=O)Cl)(C)C (trimethylacetyl chloride), N1=CC=CC=C1 (pyridine). Run in ClCCl (dichloromethane), C(C)(=O)OCC (ethyl acetate), O (water). Run at time 2 hour. Yields the product ClC1=C(C(=CC=C1F)F)C1=C(C=2C(=NC=CN2)NC1=O)OC(C(C)(C)C)=O (2,2-dimethyl-propionic acid 7-(2-chloro-3,6-difluoro-phenyl)-6-oxo-5,6-dihydro-pyrido[2,3-b]pyrazin-8-yl ester). As a reaction SMILES: [Cl:1][C:2]1[C:7]([F:8])=[CH:6][CH:5]=[C:4]([F:9])[C:3]=1[C:10]1[C:19](=[O:20])[NH:18][C:13]2=[N:14][CH:15]=[CH:16][N:17]=[C:12]2[C:11]=1[OH:21].[CH3:22][C:23]([CH3:28])([CH3:27])[C:24](Cl)=[O:25].N1C=CC=CC=1>ClCCl.C(OCC)(=O)C.O>[Cl:1][C:2]1[C:7]([F:8])=[CH:6][CH:5]=[C:4]([F:9])[C:3]=1[C:10]1[C:19](=[O:20])[NH:18][C:13]2=[N:14][CH:15]=[CH:16][N:17]=[C:12]2[C:11]=1[O:21][C:24](=[O:25])[C:23]([CH3:28])([CH3:27])[CH3:22]. Procedure: A mixture of 7-(2-chloro-3,6-difluoro-phenyl)-8-hydroxy-5H-pyrido[2,3-b]pyrazin-6-one (0.20 g) (Example 1.2), trimethylacetyl chloride (0.08 ml), and pyridine (0.05 ml) in dichloromethane (5 ml) was stirred at ambient temperature for two hours. The reaction mixture was diluted with ethyl acetate and water. The phases were separated. The organic phase was dried over magnesium sulfate and concentrated to produce a yellow semi-crystalline oil. This was triturated in iso-hexane to produce 2,2-dimeth... Reactants: CC(C)(C)OC(=O)N1CC(Oc2cc(F)cc([N+](=O)[O-])c2)CC1CO, CI, [H-], [Na+], CN(C)C=O. The product is COCC1CC(Oc2cc(F)cc([N+](=O)[O-])c2)CN1C(=O)OC(C)(C)C. RXN SMILES: [C:1]([CH3:2])([CH3:3])([CH3:4])[O:5][C:6](=[O:7])[N:8]1[CH:9]([CH2:24][OH:25])[CH2:10][CH:11]([O:13][c:14]2[cH:15][c:16]([F:23])[cH:17][c:18]([N+:20](=[O:21])[O-:22])[cH:19]2)[CH2:12]1.[CH3:26][I:27].[H-:29].[Na+:28].[O:30]=[CH:31][N:32]([CH3:33])[CH3:34]>>[C:1]([CH3:2])([CH3:3])([CH3:4])[O:5][C:6](=[O:7])[N:8]1[CH:9]([CH2:24][O:25][CH3:26])[CH2:10][CH:11]([O:13][c:14]2[cH:15][c:16]([F:23])[cH:17][c:18]([N+:20](=[O:21])[O-:22])[cH:19]2)[CH2:12]1. Starting materials: O(C1=CC=CC=C1)C=1C(=NC=C(C1)C(F)(F)F)NC(=S)N (1-(3-phenoxy-5-(trifluoromethyl)pyridin-2-yl)thiourea), C(C)(C)N(CC)C(C)C (diisopropylethylamine), Br.C(C)(=O)N1CCC(CC1)C(CBr)=O (1-(1-acetylpiperidin-4-yl)-2-bromoethanone hydrobromide). Solvent: C(C)O (ethanol), C(C)(=O)OCC (ethyl acetate). Conditions: temperature 60 celsius, time 3 hour. Yields the product O(C1=CC=CC=C1)C=1C(=NC=C(C1)C(F)(F)F)NC=1SC=C(N1)C1CCN(CC1)C(C)=O (1-(4-(2-(3-phenoxy-5-(trifluoromethyl)pyridin-2-ylamino)thiazol-4-yl)piperidin-1-yl)ethanone). Isolated yield 57.8%. As a reaction SMILES: [O:1]([C:8]1[C:9]([NH:18][C:19]([NH2:21])=[S:20])=[N:10][CH:11]=[C:12]([C:14]([F:17])([F:16])[F:15])[CH:13]=1)[C:2]1[CH:7]=[CH:6][CH:5]=[CH:4][CH:3]=1.C(N(C(C)C)CC)(C)C.Br.[C:32]([N:35]1[CH2:40][CH2:39][CH:38]([C:41](=O)[CH2:42]Br)[CH2:37][CH2:36]1)(=[O:34])[CH3:33]>C(O)C.C(OCC)(=O)C>[O:1]([C:8]1[C:9]([NH:18][C:19]2[S:20][CH:42]=[C:41]([CH:38]3[CH2:39][CH2:40][N:35]([C:32](=[O:34])[CH3:33])[CH2:36][CH2:37]3)[N:21]=2)=[N:10][CH:11]=[C:12]([C:14]([F:17])([F:15])[F:16])[CH:13]=1)[C:2]1[CH:3]=[CH:4][CH:5]=[CH:6][CH:7]=1 |f:2.3|. Procedure: 1-(3-phenoxy-5-(trifluoromethyl)pyridin-2-yl)thiourea (0.076 g, 0.243 mmol) was suspended in ethanol (3 mL) and diisopropylethylamine (0.127 mL, 0.728 mmol) was added, followed by 1-(1-acetylpiperidin-4-yl)-2-bromoethanone hydrobromide (0.120 g, 0.364 mmol). The mixture was heated to 60° C. and agitated for 3 hours, then diluted with ethyl acetate, washed with sodium bicarbonate, brine, dried and evaporated. The crude product was purified on silica gel (30% ethyl acetate/hexanes) to afford 1-(4-... Yields the product FC1=C(C=CC(=C1)F)C1=CC=C(C=C1)C(C(=O)O)C.C(C1=CC=CC=C1)N (benzylamine 2-(2',4'-difluoro-4-biphenylyl)propionate). Reported procedure: 2-(2',4'-Difluoro-4-biphenylyl)propionic acid (0.5 g.) in ether (25 ml.) was mixed with benzylamine (0.204 g.) in ether (5 ml.). The resulting precipitate was collected, washed with water and dried in vacuo to give benzylamine 2-(2',4'-difluoro-4-biphenylyl)propionate, m.p. 148°-150°C. The solvent is CCOCC (ether), CCOCC (ether). RXN SMILES: [F:1][C:2]1[CH:7]=[C:6]([F:8])[CH:5]=[CH:4][C:3]=1[C:9]1[CH:14]=[CH:13][C:12]([CH:15]([CH3:19])[C:16]([OH:18])=[O:17])=[CH:11][CH:10]=1.[CH2:20]([NH2:27])[C:21]1[CH:26]=[CH:25][CH:24]=[CH:23][CH:22]=1>CCOCC>[F:1][C:2]1[CH:7]=[C:6]([F:8])[CH:5]=[CH:4][C:3]=1[C:9]1[CH:14]=[CH:13][C:12]([CH:15]([CH3:19])[C:16]([OH:18])=[O:17])=[CH:11][CH:10]=1.[CH2:20]([NH2:27])[C:21]1[CH:26]=[CH:25][CH:24]=[CH:23][CH:22]=1 |f:3.4|. Starting materials: FC1=C(C=CC(=C1)F)C1=CC=C(C=C1)C(C(=O)O)C (2-(2',4'-Difluoro-4-biphenylyl)propionic acid), C(C1=CC=CC=C1)N (benzylamine).